The task is: describe an organic reaction: reactants, conditions, products, and yield. This data is from the Open Reaction Database (ORD), a public repository of structured organic reaction records. Reactants: ClC1=CC=C2C(=CC=NC2=C1)N1C(=C(C2=CC(=CC=C12)OC)CC(=O)OC)C (Methyl 1-(7-chloroquinol-4-yl)-5-methoxy-2-methylindol-3-ylacetate), CN (methylamine). The solvent is CO (methanol). Product: ClC1=CC=C2C(=CC=NC2=C1)N1C(=C(C2=CC(=CC=C12)OC)CC(=O)NC)C (1-(7-chloroquinol-4-yl)-5-methoxy-N,2-dimethylindol-3-ylacetamide). Reaction SMILES: [Cl:1][C:2]1[CH:11]=[C:10]2[C:5]([C:6]([N:12]3[C:20]4[C:15](=[CH:16][C:17]([O:21][CH3:22])=[CH:18][CH:19]=4)[C:14]([CH2:23][C:24]([O:26]C)=O)=[C:13]3[CH3:28])=[CH:7][CH:8]=[N:9]2)=[CH:4][CH:3]=1.[CH3:29][NH2:30]>CO>[Cl:1][C:2]1[CH:11]=[C:10]2[C:5]([C:6]([N:12]3[C:20]4[C:15](=[CH:16][C:17]([O:21][CH3:22])=[CH:18][CH:19]=4)[C:14]([CH2:23][C:24]([NH:30][CH3:29])=[O:26])=[C:13]3[CH3:28])=[CH:7][CH:8]=[N:9]2)=[CH:4][CH:3]=1. Reported procedure: Methyl 1-(7-chloroquinol-4-yl)-5-methoxy-2-methylindol-3-ylacetate (1.7g.) in methanol (50ml.) containing 30% w/v methylamine solution (25ml.) was refluxed for 10 hours. The solvents were evaporated in vacuo and the residue crystallised from a 1:1 v/v mixture of benzene and cyclohexane to give 1-(7-chloroquinol-4-yl)-5-methoxy-N,2-dimethylindol-3-ylacetamide, m.p. 168°-169° C. Starting materials: ClCCl, Nc1ccc(CCNC(=O)OCc2ccccc2)cc1, O=S(=O)(Cl)c1ccccc1, c1ccncc1. Yields the product O=C(NCCc1ccc(NS(=O)(=O)c2ccccc2)cc1)OCc1ccccc1. As a reaction SMILES: [Cl:37][CH2:38][Cl:39].[c:1]1([CH2:7][O:8][C:9]([NH:10][CH2:11][CH2:12][c:13]2[cH:14][cH:15][c:16]([NH2:19])[cH:17][cH:18]2)=[O:20])[cH:2][cH:3][cH:4][cH:5][cH:6]1.[c:27]1([S:33](=[O:34])(=[O:35])[Cl:36])[cH:28][cH:29][cH:30][cH:31][cH:32]1.[cH:21]1[cH:22][cH:23][n:24][cH:25][cH:26]1>>[c:1]1([CH2:7][O:8][C:9]([NH:10][CH2:11][CH2:12][c:13]2[cH:14][cH:15][c:16]([NH:19][S:33]([c:27]3[cH:28][cH:29][cH:30][cH:31][cH:32]3)(=[O:34])=[O:35])[cH:17][cH:18]2)=[O:20])[cH:2][cH:3][cH:4][cH:5][cH:6]1. Starting materials: NC=1C(=NSC1C(=O)N)C1=CC(=CC=C1)CC (4-amino-3-(3-ethylphenyl)-5-isothiazolecarboxamide), N(=O)[O-].[Na+] (sodium nitrite). Solvent: C(C)(=O)O (acetic acid), Cl (hydrochloric acid), CN1C(CCC1)=O (N-methyl-pyrrolidone), O (water). Reaction conditions: time 1.5 hour. The product is C(C)C=1C=C(C=CC1)C1=NSC2=C1N=NNC2=O (7-(3-ethylphenyl)isothiazolo[4,5-d]-1,2,3-triazin-4(3H)-one). Yield: 77.2%. RXN SMILES: [NH2:1][C:2]1[C:3]([C:10]2[CH:15]=[CH:14][CH:13]=[C:12]([CH2:16][CH3:17])[CH:11]=2)=[N:4][S:5][C:6]=1[C:7]([NH2:9])=[O:8].[N:18]([O-])=O.[Na+]>C(O)(=O)C.Cl.CN1CCCC1=O.O>[CH2:16]([C:12]1[CH:11]=[C:10]([C:3]2[C:2]3[N:1]=[N:18][NH:9][C:7](=[O:8])[C:6]=3[S:5][N:4]=2)[CH:15]=[CH:14][CH:13]=1)[CH3:17] |f:1.2|. Procedure: 496 mg of 4-amino-3-(3-ethylphenyl)-5-isothiazolecarboxamide in 7 ml of glacial acetic acid, 4 ml of concentrated hydrochloric acid and 4 ml of N-methyl-pyrrolidone was stirred at 0° C. during the addition of 165 mg of sodium nitrite in 1 ml of water. The mixture was held at 0° C. for 1.5 hours then filtered and the solid residue was recrystallized from ethanol to give 400 mg of 7-(3-ethylphenyl)isothiazolo[4,5-d]-1,2,3-triazin-4(3H)-one, m.p. 156°-157° C. (dec.). Reactants: ClC1=C(OC2=CC(OC3=CC=C(C=C23)O)=O)C(=CC=C1)Cl (4-(2,6-dichlorophenoxy)-6-hydroxycoumarin), COCOC (dimethoxymethane), O=P(Cl)(Cl)Cl (POCl3), CN(C=O)C (dimethylformamide). Run in C1(=CC=CC=C1)C (toluene). Product: ClC1=C(OC2=CC(OC3=CC=C(C=C23)OCOC)=O)C(=CC=C1)Cl (4-(2,6-dichlorophenoxy)-6-(methoxymethyloxy)coumarin). Yield: 38.0%. RXN SMILES: [Cl:1][C:2]1[CH:20]=[CH:19][CH:18]=[C:17]([Cl:21])[C:3]=1[O:4][C:5]1[C:14]2[C:9](=[CH:10][CH:11]=[C:12]([OH:15])[CH:13]=2)[O:8][C:7](=[O:16])[CH:6]=1.[CH3:22][O:23][CH2:24]OC.O=P(Cl)(Cl)Cl.CN(C)C=O>C1(C)C=CC=CC=1>[Cl:1][C:2]1[CH:20]=[CH:19][CH:18]=[C:17]([Cl:21])[C:3]=1[O:4][C:5]1[C:14]2[C:9](=[CH:10][CH:11]=[C:12]([O:15][CH2:22][O:23][CH3:24])[CH:13]=2)[O:8][C:7](=[O:16])[CH:6]=1. Procedure details: A mixture of 4-(2,6-dichlorophenoxy)-6-hydroxycoumarin (1.2 g, 3.2 mmole), dimethoxymethane (0.565 g, 7.4 mmole), POCl3 (0.74 g, 4.8 mmole) and dimethylformamide (0.43 g, 5.94 mmole) in toluene is heated at 90°-100° C. for 4 hours, cooled to room temperature, poured onto ice water and filtered. The filtercake is dried and recrystallized from acetonitrile/water to afford the title product, 0.45 g (38% yield), mp 302°-305° C. (dec), identified by 1HNMR, 13CNMR and IR analyses. Starting materials: CC(=O)OC1CSC(Oc2cccnc2Cl)C(OC(C)=O)C1OC(C)=O, COCCOC, [Cs+], [F-], OB(O)c1ccccc1. Yields the product CC(=O)OC1CSC(Oc2cccnc2-c2ccccc2)C(OC(C)=O)C1OC(C)=O. Reaction SMILES: [C:1]([CH3:2])(=[O:3])[O:4][CH:5]1[CH:6]([O:7][c:8]2[c:9]([Cl:14])[n:10][cH:11][cH:12][cH:13]2)[S:15][CH2:16][CH:17]([O:23][C:24]([CH3:25])=[O:26])[CH:18]1[O:19][C:20]([CH3:21])=[O:22].[CH3:38][O:39][CH2:40][CH2:41][O:42][CH3:43].[Cs+:37].[F-:36].[OH:27][B:28]([OH:29])[c:30]1[cH:31][cH:32][cH:33][cH:34][cH:35]1>>[C:1]([CH3:2])(=[O:3])[O:4][CH:5]1[CH:6]([O:7][c:8]2[c:9](-[c:30]3[cH:31][cH:32][cH:33][cH:34][cH:35]3)[n:10][cH:11][cH:12][cH:13]2)[S:15][CH2:16][CH:17]([O:23][C:24]([CH3:25])=[O:26])[CH:18]1[O:19][C:20]([CH3:21])=[O:22]. Reactants: FC1=CC(=C(C(=O)O)C=C1)N (4-fluoro-2-aminobenzoic acid), C[Si](C)(C)C=[N+]=[N-] (trimethylsilyldiazomethane), hexanes. The solvent is O1CCCC1 (tetrahydrofuran), CO (MeOH). Conditions: temperature 0 celsius, time 2 hour. Product: COC(C1=C(C=C(C=C1)F)N)=O (2-Amino-4-fluoro-benzoic acid methyl ester), solid. Isolated yield 100.0%. Reaction SMILES: [F:1][C:2]1[CH:10]=[CH:9][C:5]([C:6]([OH:8])=[O:7])=[C:4]([NH2:11])[CH:3]=1.[CH3:12][Si](C=[N+]=[N-])(C)C>O1CCCC1.CO>[CH3:12][O:7][C:6](=[O:8])[C:5]1[CH:9]=[CH:10][C:2]([F:1])=[CH:3][C:4]=1[NH2:11]. Reported procedure: To a cooled (0° C.), stirred solution of 4-fluoro-2-aminobenzoic acid (2.68 g; 17.3 mmol) in dry tetrahydrofuran (60 mL) and MeOH (10 mL) was added a solution of trimethylsilyldiazomethane in hexanes (12 mL of 2.0 N; 24 mmol) via syringe over 20 minutes under nitrogen atmosphere. The resulting solution was allowed to warm to room temperature and stirred for 2 hours then concentrated in vacuo to provide the ester a light yellow solid (˜100%). Reactants: OC1=C(C=NC2=CC(=CC(=C12)C(F)(F)F)C(F)(F)F)C(=O)OCC (ethyl 4-hydroxy-5,7-bis(trifluoromethyl)-3-quinolinecarboxylate), ClC1=CC=C(CN)C=C1 (4-chlorobenzylamine). Run in hexanes. Conditions: temperature 200 celsius, time 1 hour. Yields the product ClC1=CC=C(C=C1)CNC(=O)C=1C=NC2=CC(=CC(=C2C1O)C(F)(F)F)C(F)(F)F (N-[(4-Chlorophenyl)methyl]-4-hydroxy-5,7-bis(trifluoromethyl)-3-quinolinecarboxamide). RXN SMILES: [OH:1][C:2]1[C:11]2[C:6](=[CH:7][C:8]([C:16]([F:19])([F:18])[F:17])=[CH:9][C:10]=2[C:12]([F:15])([F:14])[F:13])[N:5]=[CH:4][C:3]=1[C:20](OCC)=[O:21].[Cl:25][C:26]1[CH:33]=[CH:32][C:29]([CH2:30][NH2:31])=[CH:28][CH:27]=1>>[Cl:25][C:26]1[CH:33]=[CH:32][C:29]([CH2:30][NH:31][C:20]([C:3]2[CH:4]=[N:5][C:6]3[C:7]([C:2]=2[OH:1])=[C:8]([C:16]([F:18])([F:19])[F:17])[CH:9]=[C:10]([C:12]([F:13])([F:15])[F:14])[CH:11]=3)=[O:21])=[CH:28][CH:27]=1. Procedure: A mixture of 0.35 g of ethyl 4-hydroxy-5,7-bis(trifluoromethyl)-3-quinolinecarboxylate (FR 2537140) and 3.0 mL of 4-chlorobenzylamine is stirred 1 h at 200° C. The mixture is cooled to 25° C. and it is diluted with 25 mL of hexanes. After stirring for an additional 1 h the solid precipitate is collected by filtration and washed with 10 mL of hexanes. It is dried in a stream of air and then it is suspended in 20 mL of glacial acetic acid. The mixture is heated until the solid is completely dissol... Reactants: BrC1(C2=CC=CC=C2C=2C=CC=CC12)C1=CC=CC=C1 (9-bromo-9-phenylfluorene), [C-]#C.[Li+].C(CN)N (Lithium acetylenide ethylenediamine), monohalo- and dihaloalkanes, O (water). Run in CN(C)P(=O)(N(C)C)N(C)C (HMPA), CCOCC (ether), CN(C)P(=O)(N(C)C)N(C)C (HMPA). The product is C(#C)C1(C2=CC=CC=C2C=2C=CC=CC12)C1=CC=CC=C1 (9-Ethynyl-9-phenylfluorene). RXN SMILES: [C-:1]#[CH:2].[Li+].C(N)CN.Br[C:9]1([C:22]2[CH:27]=[CH:26][CH:25]=[CH:24][CH:23]=2)[C:21]2[CH:20]=[CH:19][CH:18]=[CH:17][C:16]=2[C:15]2[C:10]1=[CH:11][CH:12]=[CH:13][CH:14]=2.O>CN(P(N(C)C)(N(C)C)=O)C.CCOCC>[C:1]([C:9]1([C:22]2[CH:27]=[CH:26][CH:25]=[CH:24][CH:23]=2)[C:21]2[CH:20]=[CH:19][CH:18]=[CH:17][C:16]=2[C:15]2[C:10]1=[CH:11][CH:12]=[CH:13][CH:14]=2)#[CH:2] |f:0.1.2|. Procedure details: Lithium acetylenide-ethylenediamine (10 mmol) is added to a dry flask under argon, diluted with 5 mL of HMPA, and cooled to between 0 and 5° C. with stirring. A solution of 8 mmol of 9-bromo-9-phenylfluorene dissolved in 4 mL of HMPA is added slowly to the reaction flask. The reaction mixture is warmed to room temperature and, after 2 h, 25 mL of water is slowly added. The mixture is taken up in 100 mL of ether and washed with 20mL of H2O, 20 mL of brine, dried (Na2SO4) and concentrated. The pro...